Dataset: the Open Reaction Database (ORD), a public repository of structured organic reaction records. Task: describe an organic reaction: reactants, conditions, products, and yield Starting materials: aldehyde, Cl.CNC (dimethylamine hydrochloride), C(#N)[BH3-].[Na+] (sodium cyanoborohydride), C(C)(=O)[O-].[Na+] (sodium acetate), CO (methanol). Yields the product Cl.N[C@H](CO)CN(C)C ((S)-2-Amino-3-dimethylamino-propan-1-ol. Hydrochloride salt). Reaction SMILES: [ClH:1].[CH3:2][NH:3][CH3:4].[C:5]([BH3-])#[N:6].[Na+].[C:9]([O-])(=[O:11])C.[Na+].[CH3:14]O>>[ClH:1].[NH2:6][C@@H:5]([CH2:2][N:3]([CH3:14])[CH3:4])[CH2:9][OH:11] |f:0.1,2.3,4.5,7.8|. Reported procedure: N-[(tert-Butoxy)carbonyl]-O-(tert-butyldimethylsilyl)-R-serine methyl ester was prepared according to the literature (H. W. Scheeren et al, J. Org. Chem. 1990, p3998) from D-serine methyl ester hydrochloride. Treatment of this compound with diusobutyl aluminium hydride in toluene at −70° C. for 2 hours yielded the corresponding aldehyde (H. W. Scheeren et al, J. Org. Chem. 1990, p3998). A mixture of the crude aldehyde (4.43 g), dimethylamine hydrochloride (2.26 g), sodium cyanoborohydride (1.31 ... Starting materials: S(=O)(Cl)Cl (Thionyl chloride), C(C1=CC=CC=C1)OC=1C=C(CO)C=CC1OC (3-benzyloxy-4-methoxy-benzyl alcohol). Solvent: ClCCl (dichloromethane). The product is C(C1=CC=CC=C1)OC=1C=C(CCl)C=CC1OC (3-benzyloxy-4-methoxy-benzyl chloride). Isolated yield 105.5%. RXN SMILES: S(Cl)([Cl:3])=O.[CH2:5]([O:12][C:13]1[CH:14]=[C:15]([CH:18]=[CH:19][C:20]=1[O:21][CH3:22])[CH2:16]O)[C:6]1[CH:11]=[CH:10][CH:9]=[CH:8][CH:7]=1>ClCCl>[CH2:5]([O:12][C:13]1[CH:14]=[C:15]([CH:18]=[CH:19][C:20]=1[O:21][CH3:22])[CH2:16][Cl:3])[C:6]1[CH:11]=[CH:10][CH:9]=[CH:8][CH:7]=1. Procedure: Thionyl chloride (64 ml) was added over 10 minutes to a stirred solution of the above alcohol in dichloromethane (500 ml). After 20 minutes the mixture was evaporated to dryness, in vacuo, toluene (2×75 ml) added, and evaporation in vacuo repeated to give crude 3-benzyloxy-4-methoxy-benzyl chloride (97.85 g, 105.5%). The chloride (353 mmole) was dissolved in acetone, (400 ml) treated with sodium thiocyanate, (57.22 g ,706 mmole) homogenized and heated under reflux for 1.5 hours. The solid was fi... Reactants: C(C)(C)(C)OC(=O)NC=1C=CC=C2C=CC(=NC12)C (8-tert-butoxycarbonylamino-2-methylquinoline), [H-].[Na+] (sodium hydride), CS(=O)(=O)OCC1=C(C(=CC=C1Cl)[N+](=O)[O-])Cl (2,6-dichloro-3-nitrobenzyl methanesulfonate). The solvent is CN(C=O)C (N,N-dimethylformamide). Run at time 20 minute. Product: C(C)(C)(C)OC(=O)N(CC1=C(C(=CC=C1Cl)[N+](=O)[O-])Cl)C=1C=CC=C2C=CC(=NC12)C (8-[N-tert-butoxycarbonyl-N-(2,6-dichloro-3-nitrobenzyl)amino]-2-methylquinoline). Isolated yield 76.2%. As a reaction SMILES: [C:1]([O:5][C:6]([NH:8][C:9]1[CH:10]=[CH:11][CH:12]=[C:13]2[C:18]=1[N:17]=[C:16]([CH3:19])[CH:15]=[CH:14]2)=[O:7])([CH3:4])([CH3:3])[CH3:2].[H-].[Na+].CS(O[CH2:27][C:28]1[C:33]([Cl:34])=[CH:32][CH:31]=[C:30]([N+:35]([O-:37])=[O:36])[C:29]=1[Cl:38])(=O)=O>CN(C)C=O>[C:1]([O:5][C:6]([N:8]([C:9]1[CH:10]=[CH:11][CH:12]=[C:13]2[C:18]=1[N:17]=[C:16]([CH3:19])[CH:15]=[CH:14]2)[CH2:27][C:28]1[C:33]([Cl:34])=[CH:32][CH:31]=[C:30]([N+:35]([O-:37])=[O:36])[C:29]=1[Cl:38])=[O:7])([CH3:4])([CH3:3])[CH3:2] |f:1.2|. Procedure details: To a solution of 8-tert-butoxycarbonylamino-2-methylquinoline (258 mg) in N,N-dimethylformamide (3 ml) was added sodium hydride (44 mg) in an ice-water bath cooling, and the mixture was stirred for 20 minutes at the same temperature. To the reaction mixture was added 2,6-dichloro-3-nitrobenzyl methanesulfonate (300 mg) in an ice water bath cooling, and the mixture was stirred for 80 minutes at the same temperature and then for 15 minutes at ambient temperature. The reaction mixture was partition... Starting materials: FC=1C=C(CNC(C2=CC(=CC=C2)[N+](=O)[O-])C2=CC=C(C=C2)OC)C=CC1F (N-(3,4-difluorobenzyl)-N-[(4-methoxyphenyl)-(3-nitrophenyl)methyl]amine), [Sn](Cl)Cl (tin (II) chloride). Run in C(C)O (ethanol). The product is FC=1C=C(CNC(C=2C=C(C=CC2)N)C2=CC=C(C=C2)OC)C=CC1F (3-[(3,4-Difluorobenzylamino)-(4-methoxyphenyl)methyl]phenylamine). Yield: 113.9%. Reaction SMILES: [F:1][C:2]1[CH:3]=[C:4]([CH:25]=[CH:26][C:27]=1[F:28])[CH2:5][NH:6][CH:7]([C:17]1[CH:22]=[CH:21][C:20]([O:23][CH3:24])=[CH:19][CH:18]=1)[C:8]1[CH:13]=[CH:12][CH:11]=[C:10]([N+:14]([O-])=O)[CH:9]=1.[Sn](Cl)Cl>C(O)C>[F:1][C:2]1[CH:3]=[C:4]([CH:25]=[CH:26][C:27]=1[F:28])[CH2:5][NH:6][CH:7]([C:17]1[CH:22]=[CH:21][C:20]([O:23][CH3:24])=[CH:19][CH:18]=1)[C:8]1[CH:9]=[C:10]([NH2:14])[CH:11]=[CH:12][CH:13]=1. Procedure: Following a similar procedure to that described in Example (94b), 12.68 g of N-(3,4-difluorobenzyl)-N-[(4-methoxyphenyl)-(3-nitrophenyl)methyl]amine [prepared as described in step (a) above]. 25.03 g of tin (II) chloride and 120 ml of ethanol were reacted, to obtain 13.32 g of the title compound as a pale yellow oil. The reactants are N(=O)OCCCCC (n-pentyl nitrite), NC1=C(C(=NN1C1=C(C=C(C=C1Cl)C(F)(F)F)Cl)C)SC(F)(F)F (5-amino-1-(2,6-dichloro-4-trifluoromethyl-phenyl)-3-methyl-4-trifluoromethylthio-pyrazole), C1=CC=CC=C1 (benzene). Product: ClC1=C(C(=CC(=C1)C(F)(F)F)Cl)N1N=C(C(=C1C1=CC=CC=C1)SC(F)(F)F)C (1-(2,6-dichloro-4-trifluoromethylphenyl)-3-methyl-5-phenyl-4-trifluoromethylthio-pyrazole). Isolated yield 49.0%. Reaction SMILES: N(OCCCCC)=O.N[C:10]1[N:14]([C:15]2[C:20]([Cl:21])=[CH:19][C:18]([C:22]([F:25])([F:24])[F:23])=[CH:17][C:16]=2[Cl:26])[N:13]=[C:12]([CH3:27])[C:11]=1[S:28][C:29]([F:32])([F:31])[F:30].[CH:33]1[CH:38]=[CH:37][CH:36]=[CH:35][CH:34]=1>>[Cl:26][C:16]1[CH:17]=[C:18]([C:22]([F:25])([F:24])[F:23])[CH:19]=[C:20]([Cl:21])[C:15]=1[N:14]1[C:10]([C:33]2[CH:38]=[CH:37][CH:36]=[CH:35][CH:34]=2)=[C:11]([S:28][C:29]([F:32])([F:31])[F:30])[C:12]([CH3:27])=[N:13]1. Reported procedure: 2 ml (0.015 mol) of n-pentyl nitrite are added to 4.1 g (0.01 mol) of 5-amino-1-(2,6-dichloro-4-trifluoromethyl-phenyl)-3-methyl-4-trifluoromethylthio-pyrazole in 30 ml benzene at room temperature with stirring, and the mixture is stirred for a further 15 hours at room temperature. The mixture is worked up by concentrating in vacuo and the residue is purified by chromatography (silica gel; eluant: petroleum ether/ethyl acetate 9:1). 2.3 g (49% of theory) of 1-(2,6-dichloro-4-trifluoromethylpheny... The reactants are C=C(C)CBr, [Li]CCCC, C1CCOC1, CC(=O)O, CCCCCC, CC(C)NC(C)C, CC1C(O)CC(=O)N1c1ccc(C#N)c(Cl)c1, O. The product is C=C(C)CC1C(=O)N(c2ccc(C#N)c(Cl)c2)C(C)C1O. As a reaction SMILES: [Br:36][CH2:37][C:38](=[CH2:39])[CH3:40].[CH2:14]([Li:15])[CH2:16][CH2:17][CH3:18].[CH2:41]1[O:42][CH2:43][CH2:44][CH2:45]1.[CH3:47][C:48](=[O:49])[OH:50].[CH3:8][CH2:9][CH2:10][CH2:11][CH2:12][CH3:13].[CH:1]([NH:2][CH:3]([CH3:4])[CH3:5])([CH3:6])[CH3:7].[Cl:19][c:20]1[c:21]([C:22]#[N:23])[cH:24][cH:25][c:26]([N:28]2[CH:29]([CH3:35])[CH:30]([OH:34])[CH2:31][C:32]2=[O:33])[cH:27]1.[OH2:46]>>[Cl:19][c:20]1[c:21]([C:22]#[N:23])[cH:24][cH:25][c:26]([N:28]2[CH:29]([CH3:35])[CH:30]([OH:34])[CH:31]([CH2:39][C:38](=[CH2:37])[CH3:40])[C:32]2=[O:33])[cH:27]1.